Dataset: the Open Reaction Database (ORD), a public repository of structured organic reaction records. Task: describe an organic reaction: reactants, conditions, products, and yield Reactants: C12(CC3CC(CC(C1)C3)C2)CCNC2=C(C=C(C=C2)NC(\C=C(\C)/N)=O)F ((Z)—N-(4-((2-(adamantan-1-yl)ethyl)amino)-3-fluorophenyl)-3-aminobut-2-enamide), C(C)(OCC)(OCC)OCC (triethyl orthoacetate). Reaction conditions: temperature 150 celsius, time 12 hour. Product: C12(CC3CC(CC(C1)C3)C2)CCNC2=C(C=C(C=C2)N2C(=NC(=CC2=O)C)C)F (3-(4-((2-(adamantan-1-yl)ethyl)amino)-3-fluorophenyl)-2,6-dimethyl-pyrimidin-4(3H)-one). Yield: 3.0%. RXN SMILES: [C:1]12([CH2:11][CH2:12][NH:13][C:14]3[CH:19]=[CH:18][C:17]([NH:20][C:21](=[O:26])/[CH:22]=[C:23](\[NH2:25])/[CH3:24])=[CH:16][C:15]=3[F:27])[CH2:10][CH:5]3[CH2:6][CH:7]([CH2:9][CH:3]([CH2:4]3)[CH2:2]1)[CH2:8]2.[C:28](OCC)(OCC)(OCC)[CH3:29]>>[C:1]12([CH2:11][CH2:12][NH:13][C:14]3[CH:19]=[CH:18][C:17]([N:20]4[C:21](=[O:26])[CH:22]=[C:23]([CH3:24])[N:25]=[C:28]4[CH3:29])=[CH:16][C:15]=3[F:27])[CH2:8][CH:7]3[CH2:9][CH:3]([CH2:4][CH:5]([CH2:6]3)[CH2:10]1)[CH2:2]2. Reported procedure: A mixture of (Z)—N-(4-((2-(adamantan-1-yl)ethyl)amino)-3-fluorophenyl)-3-aminobut-2-enamide (0.31 g, 0.83 mmol) and triethyl orthoacetate (20 mL) was stirred at 150° C. for 12 h. The mixture was cooled to rt and concentrated in vacuo. The residue was purified by a silica gel column chromatography (PE/EtOAc (V/V)=4:1) to give the title compound as a red brown solid (10 mg, 3%). The compound was characterized by the following spectroscopic data: Reactants: COC1=CC=C(C=NC2=CC=C(C=C2)SC)C=C1 (N-(4-methoxybenzylidene)-4-methylthioaniline), C[Si](C)(C)C#N (trimethylsilyl cyanide). The product is COC1=CC=C(C=C1)C(C#N)NC1=CC=C(C=C1)SC (α-(4-Methoxyphenyl)-α-(4-methylthioanilino)acetonitrile), powder. The yield is 92.0%. Reaction SMILES: [CH3:1][O:2][C:3]1[CH:18]=[CH:17][C:6]([CH:7]=[N:8][C:9]2[CH:14]=[CH:13][C:12]([S:15][CH3:16])=[CH:11][CH:10]=2)=[CH:5][CH:4]=1.C[Si]([C:23]#[N:24])(C)C>>[CH3:1][O:2][C:3]1[CH:4]=[CH:5][C:6]([CH:7]([NH:8][C:9]2[CH:14]=[CH:13][C:12]([S:15][CH3:16])=[CH:11][CH:10]=2)[C:23]#[N:24])=[CH:17][CH:18]=1. Reported procedure: Following a procedure similar to that described in Example 1(ii), but using N-(4-methoxybenzylidene)-4-methylthioaniline [prepared as described in step (i) above] and trimethylsilyl cyanide as starting materials, the title compound was obtained as a pale brown powder (yield 92%). Reactants: C(#N)C1=CC(=C(C=C1)C1C(=C(NC=2C=C(NC(C12)=O)C)C)C(=O)OCCC#N)OC (2-Cyanoethyl 4-(4-cyano-2-methoxyphenyl)-2,7-dimethyl-5-oxo-1,4,5,6-tetrahydro-1,6-naphthyridine-3-carboxylate), C(OCC)(OCC)OCC (triethyl orthoformate). The reagents and catalysts are S(O)(O)(=O)=O (sulfuric acid). Run at temperature 130 celsius, time 8 hour. Yields the product C(#N)C1=CC(=C(C=C1)C1C(=C(NC2=CC(=NC(=C12)OCC)C)C)C(=O)OCCC#N)OC (2-Cyanoethyl 4-(4-cyano-2-methoxyphenyl)-5-ethoxy-2,7-dimethyl-1,4-dihydro-1,6-naphthyridine-3-carboxylate). As a reaction SMILES: [C:1]([C:3]1[CH:8]=[CH:7][C:6]([CH:9]2[C:18]3[C:17](=[O:19])[NH:16][C:15]([CH3:20])=[CH:14][C:13]=3[NH:12][C:11]([CH3:21])=[C:10]2[C:22]([O:24][CH2:25][CH2:26][C:27]#[N:28])=[O:23])=[C:5]([O:29][CH3:30])[CH:4]=1)#[N:2].C(OCC)(OCC)O[CH2:33][CH3:34]>S(=O)(=O)(O)O>[C:1]([C:3]1[CH:8]=[CH:7][C:6]([CH:9]2[C:18]3[C:13](=[CH:14][C:15]([CH3:20])=[N:16][C:17]=3[O:19][CH2:33][CH3:34])[NH:12][C:11]([CH3:21])=[C:10]2[C:22]([O:24][CH2:25][CH2:26][C:27]#[N:28])=[O:23])=[C:5]([O:29][CH3:30])[CH:4]=1)#[N:2]. Procedure details: 1.52 g (3.76 mmol) of the compound from Example 25A are suspended in 40 ml of triethyl orthoformate and heated to 130° C. Then, over a total period of 8 hours, 10 drops of concentrated sulfuric acid are added each hour to the reaction mixture. It is then stirred at the same temperature overnight. After cooling, excess orthoester is removed in a rotary evaporator, and the crude product is purified by column chromatography (silica gel; mobile phase: cyclohexane/ethyl acetate 1:1). The product frac... Starting materials: solution, C(CCC)[Li] (n-butyllithium), N1=CC(=CC=C1)C1OCCCS1 (2-(pyrid-3-yl)-1,3-oxathiane), C(C)(C)OC(C)C (diisopropyl ether), CN=C=S (methyl isothiocyanate), C (charcoal). Run in CCCCCC (hexane), O1CCCC1 (tetrahydrofuran), CN(C)P(=O)(N(C)C)N(C)C (hexamethylphosphorotriamide), C(C)(=O)OCC (ethyl acetate), C(C)(=O)OCC (ethyl acetate), O (water), O1CCCC1 (tetrahydrofuran), CN(C)P(=O)(N(C)C)N(C)C (hexamethylphosphorotriamide), O1CCCC1 (tetrahydrofuran), CN(C)P(=O)(N(C)C)N(C)C (hexamethylphosphorotriamide), C(C)#N (acetonitrile). Reaction conditions: temperature -70 celsius, time 15 minute. Product: CNC(=S)C1(OCCCS1)C=1C=NC=CC1 (N-Methyl-2-(pyrid-3-yl)-1,3-oxathiane-2-carbothioamide). The yield is 24.3%. Reaction SMILES: C([Li])CCC.[N:6]1[CH:11]=[CH:10][CH:9]=[C:8]([CH:12]2[S:17][CH2:16][CH2:15][CH2:14][O:13]2)[CH:7]=1.[CH3:18][N:19]=[C:20]=[S:21].C(OC(C)C)(C)C.C>CCCCCC.C(#N)C.C(OCC)(=O)C.O.O1CCCC1.CN(P(N(C)C)(N(C)C)=O)C>[CH3:18][NH:19][C:20]([C:12]1([C:8]2[CH:7]=[N:6][CH:11]=[CH:10][CH:9]=2)[S:17][CH2:16][CH2:15][CH2:14][O:13]1)=[S:21]. Procedure details: A mixture of anhydrous hexamethylphosphorotriamide and anhydrous tetrahydrofuran (47/53 by volume; 50 cc) is added dropwise and in the course of 10 minutes to a 1.6 M solution of n-butyllithium in hexane (44 cc), kept under a nitrogen atmosphere and cooled to -70° C. A solution of 2-(pyrid-3-yl)-1,3-oxathiane (8.5 g) in a mixture of anhydrous hexamethylphosphorotriamide and anhydrous tetrahydrofuran (47/53 by volume; 50 cc) is then added in the course of 25 minutes at the same temperature. After... Starting materials: O (water), N1C=C(C=C1)C=O (pyrrole-3-carboxaldehyde), C(C#C)Br (propargyl bromide), [H-].[Na+] (sodium hydride). The solvent is O1CCCC1 (tetrahydrofuran). Reaction conditions: time 15 minute. Product: C(=C=C)N1C=C(C=C1)C=O (1-propadienyl-1H-pyrrole-3-carboxaldehyde). As a reaction SMILES: [NH:1]1[CH:5]=[CH:4][C:3]([CH:6]=[O:7])=[CH:2]1.[H-].[Na+].[CH2:10](Br)[C:11]#[CH:12].O>O1CCCC1>[CH:10]([N:1]1[CH:5]=[CH:4][C:3]([CH:6]=[O:7])=[CH:2]1)=[C:11]=[CH2:12] |f:1.2|. Procedure details: 1 g of pyrrole-3-carboxaldehyde was dissolved in 25 ml of tetrahydrofuran with stirring at the ambient temperature for 15 minutes and after cooling to 0° to 5° C., 528 mg of sodium hydride as 50% in oil were added with stirring for 10 minutes cold. The temperature was allowed to return to the ambient with stirring for 40 minutes under nitrogen and 1 ml of propargyl bromide was added with stirring for a further 2 hours at 40° to 50° C. Then, the reaction mixture was poured into 15 ml of water, an... Starting materials: Cl.N12C[C@H](C(CC1)CC2)NC(=O)C=2OC1=C(C2)C=CC=C1C=1C=C(C(=O)O)C=CC1 (3-(2-{[(3S)-1-Azabicyclo[2.2.2]oct-3-ylamino]carbonyl}-1-benzofuran-7-yl)-benzoic acid hydrochloride), COCCCN (3-methoxypropylamine). Procedure details: 50 mg (0.12 mmol) of 3-(2-{[(3S)-1-azabicyclo[2.2.2]oct-3-ylamino]carbonyl}-1-benzofuran-7-yl)benzoic acid hydrochloride (Example 153) and 20.9 mg (0.23 mmol) of 3-methoxypropylamine are reacted together by general method E. 29.8 mg (44.5% of theory) of the title compound are obtained. Reaction SMILES: [ClH:1].[N:2]12[CH2:9][CH2:8][CH:5]([CH2:6][CH2:7]1)[C@H:4]([NH:10][C:11]([C:13]1[O:14][C:15]3[C:21]([C:22]4[CH:23]=[C:24]([CH:28]=[CH:29][CH:30]=4)[C:25]([OH:27])=O)=[CH:20][CH:19]=[CH:18][C:16]=3[CH:17]=1)=[O:12])[CH2:3]2.[CH3:31][O:32][CH2:33][CH2:34][CH2:35][NH2:36]>>[ClH:1].[N:2]12[CH2:9][CH2:8][CH:5]([CH2:6][CH2:7]1)[C@H:4]([NH:10][C:11]([C:13]1[O:14][C:15]3[C:21]([C:22]4[CH:30]=[CH:29][CH:28]=[C:24]([C:25]([NH:36][CH2:35][CH2:34][CH2:33][O:32][CH3:31])=[O:27])[CH:23]=4)=[CH:20][CH:19]=[CH:18][C:16]=3[CH:17]=1)=[O:12])[CH2:3]2 |f:0.1,3.4|. Yields the product Cl.N12C[C@H](C(CC1)CC2)NC(=O)C=2OC1=C(C2)C=CC=C1C1=CC(=CC=C1)C(=O)NCCCOC (N-[(3S)-1-Azabicyclo[2.2.2]oct-3-yl]-7-(3-{[(3-methoxypropyl)amino]carbonyl}-phenyl)-1-benzofuran-2-carboxamide hydrochloride). Reactants: C(C)SC1=NNC=N1 (3-ethylthio-1,2,4-triazole), C(CCC)N(C(=O)Cl)CCC (N-n-butyl-N-propylcarbamoyl chloride), O1CCCC1 (tetrahydrofuran). The solvent is C(C)N(CC)CC (triethylamine). Product: C(CCC)N(C(=O)N1N=C(N=C1)SCC)CCC (1-(N-n-butyl-N-propylcarbamoyl)-3-ethylthio-1,2,4-triazole). RXN SMILES: [CH2:1]([S:3][C:4]1[N:8]=[CH:7][NH:6][N:5]=1)[CH3:2].[CH2:9]([N:13]([CH2:17][CH2:18][CH3:19])[C:14](Cl)=[O:15])[CH2:10][CH2:11][CH3:12].O1CCCC1>C(N(CC)CC)C>[CH2:9]([N:13]([CH2:17][CH2:18][CH3:19])[C:14]([N:6]1[CH:7]=[N:8][C:4]([S:3][CH2:1][CH3:2])=[N:5]1)=[O:15])[CH2:10][CH2:11][CH3:12]. Reported procedure: A mixture of 5.16 g. 3-ethylthio-1,2,4-triazole, 7.8 g. N-n-butyl-N-propylcarbamoyl chloride, 35 ml. dry tetrahydrofuran and 8 ml. dry triethylamine was refluxed under anhydrous conditions for 24 hours. The reaction mixture was worked up as described in Example 1 to give a residual oil. This oil was distilled under reduced pressure to give 1-(N-n-butyl-N-propylcarbamoyl)-3-ethylthio-1,2,4-triazole, b.p. 127° C./0.2 mm. (91.2% 1-isomer by GLC assay). Elemental analysis satisfactory. Starting materials: ClC=1C=C2C(=NC=NC2=CC1C(=O)N1CCCC1)NC(CCC(=O)O)C1=NC2=C(N1C(=O)OC(C)(C)C)C=CC(=C2)Cl (6-chloro-4-[1-(1-tert.-butyloxycarbonyl-5-chloro-1H-benzimidazol-2-yl)-3-hydroxycarbonyl-propyl-amino]-7-(pyrrolidin-1-yl-carbonyl)-quinazoline), N1CCOCC1 (morpholine), CN(C)C(=[N+](C)C)ON1C2=C(C=CC=C2)N=N1.[B-](F)(F)(F)F (TBTU), FC(C(=O)O)(F)F (trifluoroacetic acid). The solvent is C(C)#N.O1CCCC1 (acetonitrile tetrahydrofuran). Product: ClC=1C=C2C(=NC=NC2=CC1C(=O)N1CCCC1)NC(CCC(=O)N1CCOCC1)C1=NC2=C(N1)C=CC(=C2)Cl (6-chloro-4-[1-(5-chloro-1H-benzimidazol-2-yl)-3-(morpholin-4-yl-carbonyl)-propyl-amino]-7-(pyrrolidin-1-yl-carbonyl)-quinazoline). RXN SMILES: [Cl:1][C:2]1[CH:3]=[C:4]2[C:9](=[CH:10][C:11]=1[C:12]([N:14]1[CH2:18][CH2:17][CH2:16][CH2:15]1)=[O:13])[N:8]=[CH:7][N:6]=[C:5]2[NH:19][CH:20]([C:26]1[N:30](C(OC(C)(C)C)=O)[C:29]2[CH:38]=[CH:39][C:40]([Cl:42])=[CH:41][C:28]=2[N:27]=1)[CH2:21][CH2:22][C:23](O)=[O:24].[NH:43]1[CH2:48][CH2:47][O:46][CH2:45][CH2:44]1.CN(C(ON1N=NC2C=CC=CC1=2)=[N+](C)C)C.[B-](F)(F)(F)F.FC(F)(F)C(O)=O>C(#N)C.O1CCCC1>[Cl:1][C:2]1[CH:3]=[C:4]2[C:9](=[CH:10][C:11]=1[C:12]([N:14]1[CH2:18][CH2:17][CH2:16][CH2:15]1)=[O:13])[N:8]=[CH:7][N:6]=[C:5]2[NH:19][CH:20]([C:26]1[NH:30][C:29]2[CH:38]=[CH:39][C:40]([Cl:42])=[CH:41][C:28]=2[N:27]=1)[CH2:21][CH2:22][C:23]([N:43]1[CH2:48][CH2:47][O:46][CH2:45][CH2:44]1)=[O:24] |f:2.3,5.6|. Procedure details: Prepared analogously to Example 61 from 6-chloro-4-[1-(1-tert.-butyloxycarbonyl-5-chloro-1H-benzimidazol-2-yl)-3-hydroxycarbonyl-propyl-amino]-7-(pyrrolidin-1-yl-carbonyl)-quinazoline and morpholine with TBTU in acetonitrile/tetrahydrofuran and subsequent reaction with trifluoroacetic acid.